This data is from the Open Reaction Database (ORD), a public repository of structured organic reaction records. The task is: describe an organic reaction: reactants, conditions, products, and yield The reactants are 33.25, C(CC#C)O (3-butyn-1-ol), CCOCC (ether), 130, C[Si](Cl)(C)C (trimethylchlorosilane), CCOCC (ether), solution, C(CCC)[Li] (n-butyl lithium). Run in O (water), CCCCCC (hexane). Product: C[Si](C#CCCO)(C)C (4-trimethylsilyl-3-butyn-1-ol). Reaction SMILES: [CH2:1]([OH:5])[CH2:2][C:3]#[CH:4].CCOCC.C([Li])CCC.[CH3:16][Si:17]([CH3:20])([CH3:19])Cl>CCCCCC.O>[CH3:16][Si:17]([CH3:20])([CH3:19])[C:4]#[C:3][CH2:2][CH2:1][OH:5]. Procedure: A solution of 33.25 parts of 3-butyn-1-ol in 500 parts by volume ether is cooled to -60° C. under argon and treated dropwise with 400 parts by volume of a 2.5 molar solution of n-butyl lithium in hexane. One hour after the addition is complete, a solution of 130 parts by volume of trimethylchlorosilane in 130 parts by volume of ether is added dropwise. After the addition is complete, the temperature is allowed to rise to 0°. The reaction mixture is poured into water, washed with 1NHCl 3 times, a... The reactants are CS(C)=O, Nc1ncc(-c2nc(N3CCOCC3)c3nc(Cl)n(CC4CC4)c3n2)cn1, O=S(=O)(c1ccccc1)C1CCNC1. Product: Nc1ncc(-c2nc(N3CCOCC3)c3nc(N4CCC(S(=O)(=O)c5ccccc5)C4)n(CC4CC4)c3n2)cn1. Reaction SMILES: [CH3:42][S:43](=[O:44])[CH3:45].[Cl:15][c:16]1[n:17]([CH2:38][CH:39]2[CH2:40][CH2:41]2)[c:18]2[n:19][c:20](-[c:31]3[cH:32][n:33][c:34]([NH2:37])[n:35][cH:36]3)[n:21][c:22]([N:25]3[CH2:26][CH2:27][O:28][CH2:29][CH2:30]3)[c:23]2[n:24]1.[c:1]1([S:7](=[O:8])(=[O:9])[CH:10]2[CH2:11][NH:12][CH2:13][CH2:14]2)[cH:2][cH:3][cH:4][cH:5][cH:6]1>>[c:1]1([S:7](=[O:8])(=[O:9])[CH:10]2[CH2:11][N:12]([c:16]3[n:17]([CH2:38][CH:39]4[CH2:40][CH2:41]4)[c:18]4[n:19][c:20](-[c:31]5[cH:32][n:33][c:34]([NH2:37])[n:35][cH:36]5)[n:21][c:22]([N:25]5[CH2:26][CH2:27][O:28][CH2:29][CH2:30]5)[c:23]4[n:24]3)[CH2:13][CH2:14]2)[cH:2][cH:3][cH:4][cH:5][cH:6]1. The reactants are CC(C[C@@H](C(=O)OC)[C@@H](C)O)C (Methyl (2R,3R)-2-(2-methyl-1-propyl)-3-hydroxybutanoate), O (water), O.[OH-].[Li+] (lithium hydroxide monohydrate), CO (MeOH). The solvent is C1CCOC1 (THF). Conditions: temperature 25 celsius, time 17 hour. The product is CC(C[C@@H](C(=O)O)[C@@H](C)O)C ((2R,3R)-2-(2-methyl-1-propyl)-3-hydroxybutanoic acid). The yield is 89.6%. As a reaction SMILES: [CH3:1][CH:2]([CH3:12])[CH2:3][C@H:4]([C@H:9]([OH:11])[CH3:10])[C:5]([O:7]C)=[O:6].O.O.[OH-].[Li+].CO>C1COCC1>[CH3:1][CH:2]([CH3:12])[CH2:3][C@H:4]([C@H:9]([OH:11])[CH3:10])[C:5]([OH:7])=[O:6] |f:2.3.4|. Procedure details: Methyl (2R,3R)-2-(2-methyl-1-propyl)-3-hydroxybutanoate (7.99 g, 46 mmol) in 50 mL of THF is treated with 50 mL of water containing 3.9 g (92 mmol) of lithium hydroxide monohydrate. The reaction flask is treated with 5.0 mL of MeOH and allowed to stir for 17 h at 25° C. The mixture is partitioned between water and ether followed by separation of the aqueous layer. The aqueous solution is brought to pH 3 with 6 N aqueous hydrochloric acid and the mixture is extracted with ether. The organic phase... Reactants: C(C)(C)NC(C)C (diisopropylamine), BrCBr (dibromomethane), C(CCC)[Li] (n-butyl lithium), C(C)C1CC(C(=O)O1)C1=CC=CC=C1 (4-ethyl-2-phenyl-gamma-butyrolactone). Solvent: CN(P(=O)(N(C)C)N(C)C)C (hexamethylphosphoramide), O1CCCC1 (tetrahydrofuran), O1CCCC1 (tetrahydrofuran). Reaction conditions: temperature -75 celsius, time 0.5 hour. Yields the product BrCC1(C(=O)OC(C1)CC)C1=CC=CC=C1 (2-bromomethyl-4-ethyl-2-phenyl-gamma-butyrolactone). As a reaction SMILES: C(NC(C)C)(C)C.C([Li])CCC.[CH2:13]([CH:15]1[O:20][C:18](=[O:19])[CH:17]([C:21]2[CH:26]=[CH:25][CH:24]=[CH:23][CH:22]=2)[CH2:16]1)[CH3:14].[Br:27][CH2:28]Br>CN(C)P(N(C)C)(N(C)C)=O.O1CCCC1>[Br:27][CH2:28][C:17]1([C:21]2[CH:26]=[CH:25][CH:24]=[CH:23][CH:22]=2)[CH2:16][CH:15]([CH2:13][CH3:14])[O:20][C:18]1=[O:19]. Reported procedure: To a solution of 19.4 g. (0.19 m) diisopropylamine in 100 ml. of dry tetrahydrofuran is added dropwise 12.3 g. (0.19 m) n-butyl lithium at -75° C. under nitrogen. Stirring is continued for 1/2 hour when a solution of 30 g. (0.16 m) 4-ethyl-2-phenyl-gamma-butyrolactone in 50 ml. tetrahydrofuran is added dropwise in one hour. The resulting mixture is further stirred for 1/2 hour and a mixture of 33 g. (0.19 m) dibromomethane and 34 g. (0.19 m) hexamethylphosphoramide is added dropwise. The reactio... Reactants: ClC=1C=C(C=CC1F)NC1=NC=NC2=CC(=C(C=C12)[N+](=O)[O-])O[C@@H]1COCC1 (4-[(3-chloro-4-fluorophenyl)amino]-6-nitro-7-((S)-tetrahydrofuran-3-yloxy)-quinazoline), [Cl-].[NH4+] (ammonium chloride), [H][H] (hydrogen). The reagents and catalysts are [Ni] (Raney nickel). Solvent: CN(C)C=O (DMF). Conditions: temperature 0 celsius, time 2.5 hour. Yields the product ClC=1C=C(C=CC1F)NC1=NC=NC2=CC(=C(C=C12)N)O[C@@H]1COCC1 (4-[(3-Chloro-4-fluorophenyl)amino]-6-amino-7-((S)-tetrahydrofuran-3-yloxy)-quinazoline). As a reaction SMILES: [Cl:1][C:2]1[CH:3]=[C:4]([NH:9][C:10]2[C:19]3[C:14](=[CH:15][C:16]([O:23][C@H:24]4[CH2:28][CH2:27][O:26][CH2:25]4)=[C:17]([N+:20]([O-])=O)[CH:18]=3)[N:13]=[CH:12][N:11]=2)[CH:5]=[CH:6][C:7]=1[F:8].[Cl-].[NH4+].[H][H]>CN(C=O)C.[Ni]>[Cl:1][C:2]1[CH:3]=[C:4]([NH:9][C:10]2[C:19]3[C:14](=[CH:15][C:16]([O:23][C@H:24]4[CH2:28][CH2:27][O:26][CH2:25]4)=[C:17]([NH2:20])[CH:18]=3)[N:13]=[CH:12][N:11]=2)[CH:5]=[CH:6][C:7]=1[F:8] |f:1.2|. Procedure details: 100 g of 4-[(3-chloro-4-fluorophenyl)amino]-6-nitro-7-((S)-tetrahydrofuran-3-yloxy)-quinazoline are hydrogenated in 400 ml DMF in the presence of 33.1 g Raney nickel and 18.7 g ammonium chloride at 40° C., until the calculated amount of hydrogen has been taken up. The catalyst is filtered off and the filtrate is added dropwise to 1.2 l water. The suspension is stirred for 2.5 h at 0° C., suction filtered and washed with 500 ml of water. The residue is dried overnight at 55° C. under reduced pres... The reactants are O1C2C1CCCCCCCCCC2 (epoxy-cyclododecane), [Cl-].[Li+] (lithium chloride). Run in N,N'-dimethyl ethylene urea. Conditions: temperature 200 celsius, time 6 hour. The product is C1(CCCCCCCCCCC1)=O (cyclododecanone). Isolated yield 94.0%. RXN SMILES: [O:1]1[CH:3]2[CH2:4][CH2:5][CH2:6][CH2:7][CH2:8][CH2:9][CH2:10][CH2:11][CH2:12][CH2:13][CH:2]12.[Cl-].[Li+]>>[C:2]1(=[O:1])[CH2:13][CH2:12][CH2:11][CH2:10][CH2:9][CH2:8][CH2:7][CH2:6][CH2:5][CH2:4][CH2:3]1 |f:1.2|. Reported procedure: 25 g of epoxy-cyclododecane and 1 g of lithium chloride were dissolved in 20 g of N,N'-dimethyl ethylene urea and the solvent was stirred at 200° C. for 6 hours. The reaction mixture was analyzed to have a 94% yield of cyclododecanone. Starting materials: C(C)(C)(C)OC(N(C)[C@@H]1CN(C[C@H]1C1=CC(=C(C=C1)Cl)Cl)CC1=CC=CC=C1)=O ([(3S,4R)-1-Benzyl-4-(3,4-dichloro-phenyl)-pyrrolidin-3-yl]-methyl-carbamic acid tert-butyl ester), C(C)(C)(C)OC(N(C)[C@H]1CN(C[C@@H]1C1=CC(=C(C=C1)Cl)Cl)C(=O)C1CCN(CC1)C(=O)C1(CC1)C)=O (rac-{(3R,4S)-4-(3,4-Dichloro-phenyl)-1-[1-(1-methyl-cyclopropanecarbonyl)-piperidine-4-carbonyl]-pyrrolidin-3-yl}-methyl-carbamic acid tert-butyl ester), Boc. Product: ClC=1C=C(C=CC1Cl)[C@@H]1CN(C[C@H]1NC)C(=O)C1CCN(CC1)C(=O)C1(CC1)C ([(3R,4S)-3-(3,4-Dichloro-phenyl)-4-methylamino-pyrrolidin-1-yl]-[1-(1-methyl-cyclopropanecarbonyl)-piperidin-4-yl]-methanone). RXN SMILES: C(OC(=O)N([C@H]1[C@H](C2C=CC(Cl)=C(Cl)C=2)CN(CC2C=CC=CC=2)C1)C)(C)(C)C.C(O[C:35](=O)[N:36]([C@@H:38]1[C@@H:42]([C:43]2[CH:48]=[CH:47][C:46]([Cl:49])=[C:45]([Cl:50])[CH:44]=2)[CH2:41][N:40]([C:51]([CH:53]2[CH2:58][CH2:57][N:56]([C:59]([C:61]3([CH3:64])[CH2:63][CH2:62]3)=[O:60])[CH2:55][CH2:54]2)=[O:52])[CH2:39]1)C)(C)(C)C>>[Cl:50][C:45]1[CH:44]=[C:43]([C@H:42]2[C@H:38]([NH:36][CH3:35])[CH2:39][N:40]([C:51]([CH:53]3[CH2:58][CH2:57][N:56]([C:59]([C:61]4([CH3:64])[CH2:62][CH2:63]4)=[O:60])[CH2:55][CH2:54]3)=[O:52])[CH2:41]2)[CH:48]=[CH:47][C:46]=1[Cl:49]. Procedure details: In analogy to the procedure described for the synthesis of rac-[(3R,4S)-4-(3,4-Dichloro-phenyl)-pyrrolidin-3-yl]-methyl-carbamic acid tert-butyl ester (example 1, e) the title compound was prepared from [(3S,4R)-1-Benzyl-4-(3,4-dichloro-phenyl)-pyrrolidin-3-yl]-methyl-carbamic acid tert-butyl ester through cleavage of the benzyl group. And, in analogy to the procedure described for the synthesis of rac-{(3R,4S)-4-(3,4-Dichloro-phenyl)-1-[1-(1-methyl-cyclopropanecarbonyl)-piperidine-4-carbonyl]-p... Reactants: [OH-].[Na+] (NaOH), C(C1=CC=CC=C1)NC1=C(C(=NN1CC(CO)O)Br)[N+](=O)[O-] (3-(5-benzylamino-3-bromo-4-nitropyrazol-1-yl)propane-1,2-diol), Br (HBr). Reagents/catalysts: [Pd] (Pd/C). Solvent: CCO (EtOH). Run at time 3.5 hour. The product is Br.NC=1C=NN(C1N)CC(CO)O (3-(4,5-diaminopyrazol-1-yl)propane-1,2-diol hydrobromide). RXN SMILES: C([NH:8][C:9]1[N:13]([CH2:14][CH:15]([OH:18])[CH2:16][OH:17])[N:12]=[C:11]([Br:19])[C:10]=1[N+:20]([O-])=O)C1C=CC=CC=1.[OH-].[Na+].Br>CCO.[Pd]>[BrH:19].[NH2:20][C:10]1[CH:11]=[N:12][N:13]([CH2:14][CH:15]([OH:18])[CH2:16][OH:17])[C:9]=1[NH2:8] |f:1.2,6.7|. Reported procedure: A mixture of 3-(5-benzylamino-3-bromo-4-nitropyrazol-1-yl)propane-1,2-diol (4-4) (7.0 g; 18.8 mmol) in EtOH (150 ml) containing 10% Pd/C as catalyst (Engelhard, 50% wet, 0.7 g dry weight) and NaOH (solid, 800 mg, 18.8 mmol) was hydrogenated in an autoclave (1 l) at 16 bar for 3.5 hours. The reaction mixture was filtered to remove the catalyst under an inert atmosphere, in an ethanolic solution containing HBr (47%, 7.1 ml, 57 mmol). The solvent was evaporated off under reduced pressure to give a ... Reactants: [N+](=O)([O-])C=1C=C(C=CC1)CC(C(=O)OCC)NC(CCC1=CC=CC=C1)=O (Ethyl 3-(3-nitrophenyl)-3-phenylpropionylamino-propionate), [Sn](Cl)Cl (tin-(II) dichloride). Product: NC=1C=C(C=CC1)CC(C(=O)OCC)NC(CCC1=CC=CC=C1)=O (Ethyl 3-(3-aminophenyl)-3-phenylpropionylamino-propionate). As a reaction SMILES: [N+:1]([C:4]1[CH:5]=[C:6]([CH2:10][CH:11]([NH:17][C:18](=[O:27])[CH2:19][CH2:20][C:21]2[CH:26]=[CH:25][CH:24]=[CH:23][CH:22]=2)[C:12]([O:14][CH2:15][CH3:16])=[O:13])[CH:7]=[CH:8][CH:9]=1)([O-])=O.[Sn](Cl)Cl>>[NH2:1][C:4]1[CH:5]=[C:6]([CH2:10][CH:11]([NH:17][C:18](=[O:27])[CH2:19][CH2:20][C:21]2[CH:26]=[CH:25][CH:24]=[CH:23][CH:22]=2)[C:12]([O:14][CH2:15][CH3:16])=[O:13])[CH:7]=[CH:8][CH:9]=1. Procedure: Corresponding to Example 3b, 3.0 g of (6a) were reduced using tin-(II) dichloride. A white solid was obtained (yield: 1.2 g).